This data is from the Open Reaction Database (ORD), a public repository of structured organic reaction records. The task is: describe an organic reaction: reactants, conditions, products, and yield Starting materials: C1CCOC1, CCNc1nc(C)c2cc(CCC(=O)OCC)c(=O)n(C3CCCC3)c2n1, Cl, [Li+], [OH-], O. The product is CCNc1nc(C)c2cc(CCC(=O)O)c(=O)n(C3CCCC3)c2n1. As a reaction SMILES: [CH2:31]1[O:32][CH2:33][CH2:34][CH2:35]1.[CH:1]1([n:6]2[c:7](=[O:27])[c:8]([CH2:20][CH2:21][C:22](=[O:23])[O:24][CH2:25][CH3:26])[cH:9][c:10]3[c:11]2[n:12][c:13]([NH:17][CH2:18][CH3:19])[n:14][c:15]3[CH3:16])[CH2:2][CH2:3][CH2:4][CH2:5]1.[ClH:30].[Li+:28].[OH-:29].[OH2:36]>>[CH:1]1([n:6]2[c:7](=[O:27])[c:8]([CH2:20][CH2:21][C:22](=[O:23])[OH:24])[cH:9][c:10]3[c:11]2[n:12][c:13]([NH:17][CH2:18][CH3:19])[n:14][c:15]3[CH3:16])[CH2:2][CH2:3][CH2:4][CH2:5]1.